From a dataset of the Open Reaction Database (ORD), a public repository of structured organic reaction records. describe an organic reaction: reactants, conditions, products, and yield Reactants: C1(=CC=CC=C1)C(N1C(C2(C3=C(C=CC=C13)C1=CC=C(C=C1)OC1=CC=CC=C1)COC1=CC3=C(OCCO3)C=C12)=O)C1=CC=CC=C1 (1′-(diphenylmethyl)-4′-(4-phenoxyphenyl)-2,3-dihydrospiro[furo[2,3-g][1,4]benzodioxine-8,3′-indol]-2′(1′H)-one), C1(=CC=CC=C1)C(N1C(C2(C3=CC=CC=C13)COC1=C2C=C(C(=C1)OC)C)=O)C1=CC=CC=C1 (1′-(diphenylmethyl)-6-methoxy-5-methylspiro[1-benzofuran-3,3′-indol]-2′(1′H)-one). Product: O(C1=CC=CC=C1)C1=CC=C(C=C1)C1=C2C3(C(NC2=CC=C1)=O)COC1=CC2=C(OCCO2)C=C13 (4′-(4-phenoxyphenyl)-2,3-dihydrospiro[furo[2,3-g][1,4]benzodioxine-8,3′-indol]-2′(1′H)-one). RXN SMILES: C1(C(C2C=CC=CC=2)[N:8]2[C:16]3[C:11](=[C:12]([C:17]4[CH:22]=[CH:21][C:20]([O:23][C:24]5[CH:29]=[CH:28][CH:27]=[CH:26][CH:25]=5)=[CH:19][CH:18]=4)[CH:13]=[CH:14][CH:15]=3)[C:10]3([C:41]4[C:32](=[CH:33][C:34]5[O:39][CH2:38][CH2:37][O:36][C:35]=5[CH:40]=4)[O:31][CH2:30]3)[C:9]2=[O:42])C=CC=CC=1.C1(C(C2C=CC=CC=2)N2C3C(=CC=CC=3)C3(C4C=C(C)C(OC)=CC=4OC3)C2=O)C=CC=CC=1>>[O:23]([C:20]1[CH:21]=[CH:22][C:17]([C:12]2[CH:13]=[CH:14][CH:15]=[C:16]3[C:11]=2[C:10]2([C:41]4[C:32](=[CH:33][C:34]5[O:39][CH2:38][CH2:37][O:36][C:35]=5[CH:40]=4)[O:31][CH2:30]2)[C:9](=[O:42])[NH:8]3)=[CH:18][CH:19]=1)[C:24]1[CH:29]=[CH:28][CH:27]=[CH:26][CH:25]=1. Procedure: Following the procedure as described in EXAMPLE 3 and making non-critical variations using 1′-(diphenylmethyl)-4′-(4-phenoxyphenyl)-2,3-dihydrospiro[furo[2,3-g][1,4]benzodioxine-8,3′-indol]-2′(1′H)-one to replace 1′-(diphenylmethyl)-6-methoxy-5-methylspiro[1-benzofuran-3,3′-indol]-2′(1′H)-one, 4′-(4-phenoxyphenyl)-2,3-dihydrospiro[furo[2,3-g][1,4]benzodioxine-8,3′-indol]-2′(1′H)-one was obtained (74%) as an off-white solid: mp 243-246° C. (diethyl ether); 1H NMR (300 MHz, CDCl3) δ 8.63-8.53 (m, ... Reactants: CC(=O)[O-], CCOC(=O)CI, Nc1ccc(Cl)cc1, [Na+], O. The product is CCOC(=O)CNc1ccc(Cl)cc1. As a reaction SMILES: [CH3:17][C:18](=[O:19])[O-:20].[I:9][CH2:10][C:11](=[O:12])[O:13][CH2:14][CH3:15].[NH2:1][c:2]1[cH:3][cH:4][c:5]([Cl:6])[cH:7][cH:8]1.[Na+:16].[OH2:21]>>[NH:1]([c:2]1[cH:3][cH:4][c:5]([Cl:6])[cH:7][cH:8]1)[CH2:10][C:11](=[O:12])[O:13][CH2:14][CH3:15]. The reactants are COC=1C=C(C=CC1)CCC1=C(C=CC=C1)O (2-[2-(3-methoxyphenyl)ethyl]phenol), C(C)(C)(C)OC(=O)N1[C@@H](CCC1)COS(=O)(=O)C1=CC=C(C=C1)C ((S)-1-t-butoxycarbonyl-2-(p-toluenesulfonyloxymethyl)pyrrolidine), CC(C)([O-])C.[K+] (potassium t-butoxide). The solvent is CC(=O)N(C)C (dimethylacetamide). Product: C(C)(C)(C)OC(=O)N1[C@@H](CCC1)COC1=C(C=CC=C1)CCC1=CC(=CC=C1)OC ((S)-1-t-Butoxycarbonyl-2-{2-[2-(3-methoxyphenyl) ethyl]phenoxymethyl}pyrrolidine). The yield is 45.8%. RXN SMILES: [CH3:1][O:2][C:3]1[CH:4]=[C:5]([CH2:9][CH2:10][C:11]2[CH:16]=[CH:15][CH:14]=[CH:13][C:12]=2[OH:17])[CH:6]=[CH:7][CH:8]=1.[C:18]([O:22][C:23]([N:25]1[CH2:29][CH2:28][CH2:27][C@H:26]1[CH2:30]OS(C1C=CC(C)=CC=1)(=O)=O)=[O:24])([CH3:21])([CH3:20])[CH3:19].CC(C)([O-])C.[K+]>CC(N(C)C)=O>[C:18]([O:22][C:23]([N:25]1[CH2:29][CH2:28][CH2:27][C@H:26]1[CH2:30][O:17][C:12]1[CH:13]=[CH:14][CH:15]=[CH:16][C:11]=1[CH2:10][CH2:9][C:5]1[CH:6]=[CH:7][CH:8]=[C:3]([O:2][CH3:1])[CH:4]=1)=[O:24])([CH3:21])([CH3:19])[CH3:20] |f:2.3|. Reported procedure: Following a procedure similar to that described in Example 40(a), 2.00 g of 2-[2-(3-methoxyphenyl)ethyl]phenol (prepared as described in Preparation 20), 3.74 g of (S)-1-t-butoxycarbonyl-2-(p-toluenesulfonyloxymethyl)pyrrolidine and 0.983 g of potassium t-butoxide were reacted in 20 ml of dimethylacetamide. The mixture was then worked up as described in Example 40(a), and the crude product thus obtained was purified by column chromatography through silica gel, using a 4:1 by volume mixture of he... Starting materials: Cl (hydrochloric acid), ClC1=CC=C(C=C1)C=1N=C2N(C=C(C=C2)B2OC(C(O2)(C)C)(C)C)C1 (2-(4-chlorophenyl)-6-(4,4,5,5-tetramethyl-1,3,2-dioxaborolan-2-yl)imidazo[1,2-a]pyridine), C(C)OCC (diethyl ether). Solvent: O (water), CC(=O)C (acetone). Product: Cl.ClC1=CC=C(C=C1)C=1N=C2N(C=C(C=C2)B(O)O)C1 ([2-(4-chlorophenyl)imidazo[1,2-a]pyridin-6-yl]boronic acid hydrochloride). Yield: 199.0%. As a reaction SMILES: [Cl:1][C:2]1[CH:7]=[CH:6][C:5]([C:8]2[N:9]=[C:10]3[CH:15]=[CH:14][C:13]([B:16]4[O:20]C(C)(C)C(C)(C)[O:17]4)=[CH:12][N:11]3[CH:25]=2)=[CH:4][CH:3]=1.Cl.C(OCC)C>CC(C)=O.O>[ClH:1].[Cl:1][C:2]1[CH:3]=[CH:4][C:5]([C:8]2[N:9]=[C:10]3[CH:15]=[CH:14][C:13]([B:16]([OH:20])[OH:17])=[CH:12][N:11]3[CH:25]=2)=[CH:6][CH:7]=1 |f:5.6|. Reported procedure: 3.60 g of 2-(4-chlorophenyl)-6-(4,4,5,5-tetramethyl-1,3,2-dioxaborolan-2-yl)imidazo[1,2-a]pyridine are dissolved in 112 ml of acetone and 56 ml of water; 101 ml of 1N hydrochloric acid are added thereto, dropwise and with stirring, and the mixture is stirred at ambient temperature for 24 h. The reaction mixture is then concentrated under reduced pressure. The solid obtained is titurated with diethyl ether and recovered by filtration, and then dried in an oven under reduced pressure at 60° C. 3.1...